From a dataset of the Open Reaction Database (ORD), a public repository of structured organic reaction records. describe an organic reaction: reactants, conditions, products, and yield Reactants: NC1=NC(=NS1)C(C(=O)NC1[C@@H]2N(C(=C(CS2)S\C=C/C=2C=NC=CC2)C(=O)OC(C2=CC=CC=C2)C2=CC=CC=C2)C1=O)=NOCC(=O)O (benzhydryl 7-[2-(5-amino-1,2,4-thiadiazol-3-yl)-2-carboxymethoxyiminoacetamido]-3-[(Z)- 2(3-pyridyl)vinylthio]-3-cephem-4-carboxylate), CCOCC (ether), FC(C(=O)O)(F)F (trifluoroacetic acid). The solvent is C(Cl)Cl (methylene chloride), C1(=CC=CC=C1)OC (anisole). Run at time 45 minute. The product is NC1=NC(=NS1)C(C(=O)NC1[C@@H]2N(C(=C(CS2)S\C=C/C=2C=NC=CC2)C(=O)O)C1=O)=NOCC(=O)O (7-[2-(5-amino-1,2,4-thiadiazol-3-yl)-2-carboxymethoxyiminoacetamido]-3-[(Z)-2-(3-pyridyl)vinylthio]-3-cephem-4-carboxylic acid). Isolated yield 22.3%. Reaction SMILES: [NH2:1][C:2]1[S:6][N:5]=[C:4]([C:7](=[N:45][O:46][CH2:47][C:48]([OH:50])=[O:49])[C:8]([NH:10][CH:11]2[C:43](=[O:44])[N:13]3[C:14]([C:27]([O:29]C(C4C=CC=CC=4)C4C=CC=CC=4)=[O:28])=[C:15]([S:18]/[CH:19]=[CH:20]\[C:21]4[CH:22]=[N:23][CH:24]=[CH:25][CH:26]=4)[CH2:16][S:17][C@H:12]23)=[O:9])[N:3]=1.FC(F)(F)C(O)=O.CCOCC>C(Cl)Cl.C1(OC)C=CC=CC=1>[NH2:1][C:2]1[S:6][N:5]=[C:4]([C:7](=[N:45][O:46][CH2:47][C:48]([OH:50])=[O:49])[C:8]([NH:10][CH:11]2[C:43](=[O:44])[N:13]3[C:14]([C:27]([OH:29])=[O:28])=[C:15]([S:18]/[CH:19]=[CH:20]\[C:21]4[CH:22]=[N:23][CH:24]=[CH:25][CH:26]=4)[CH2:16][S:17][C@H:12]23)=[O:9])[N:3]=1. Procedure details: To a solution of benzhydryl 7-[2-(5-amino-1,2,4-thiadiazol-3-yl)-2-carboxymethoxyiminoacetamido]-3-[(Z)- 2(3-pyridyl)vinylthio]-3-cephem-4-carboxylate (syn isomer) (1.28 g) in a mixture of methylene chloride (3.8 ml) and anisole (1.28 ml) was added trifluoroacetic acid (2.6 ml) under ice-cooling. The mixture was stirred for 45 minutes at the same temperature. The mixture was poured into diisopropl ether (200 ml) to give a precipitate. The precipitate was collected, washed with diisopropyl ether ... Starting materials: C1CCOC1, C[Si](C)(C)[N-][Si](C)(C)C, Cc1ccccc1, [Li+], CC(C)(C)OC(=O)N1CCC(=O)CC1, CC(C(=O)Cl)c1ccccc1. Yields the product CC(C(=O)C1CN(C(=O)OC(C)(C)C)CCC1=O)c1ccccc1. As a reaction SMILES: [CH2:43]1[O:44][CH2:45][CH2:46][CH2:47]1.[CH3:16][Si:17]([N-:18][Si:19]([CH3:20])([CH3:21])[CH3:22])([CH3:23])[CH3:24].[CH3:36][c:37]1[cH:38][cH:39][cH:40][cH:41][cH:42]1.[Li+:15].[O:1]=[C:2]1[CH2:3][CH2:4][N:5]([C:8](=[O:9])[O:10][C:11]([CH3:12])([CH3:13])[CH3:14])[CH2:6][CH2:7]1.[c:25]1([CH:31]([C:32](=[O:33])[Cl:34])[CH3:35])[cH:26][cH:27][cH:28][cH:29][cH:30]1>>[O:1]=[C:2]1[CH2:3][CH2:4][N:5]([C:8](=[O:9])[O:10][C:11]([CH3:12])([CH3:13])[CH3:14])[CH2:6][CH:7]1[C:32]([CH:31]([c:25]1[cH:26][cH:27][cH:28][cH:29][cH:30]1)[CH3:35])=[O:33].